From a dataset of the Open Reaction Database (ORD), a public repository of structured organic reaction records. describe an organic reaction: reactants, conditions, products, and yield The reactants are CC1CNCCC1(C1=CC(=CC=C1)C=1N=NNC1)C (3,4-dimethyl-4-(3-(1H-1,2,3-triazol-4-yl)phenyl)piperidine), BrCCCCC (bromopentane), C(O)([O-])=O.[Na+] (sodium hydrogencarbonate), resultant mixture, C(O)([O-])=O.[Na+] (sodium hydrogen-carbonate). Solvent: CN(C=O)C (N,N-dimethylformamide). Conditions: time 8 hour. The product is CC1CN(CCC1(C1=CC(=CC=C1)C=1N=NNC1)C)CCCCC (3,4-Dimethyl-1-pentyl-4-(3-(1H-1,2,3-triazol-4-yl)phenyl)piperidine). The yield is 56.2%. RXN SMILES: [CH3:1][CH:2]1[C:7]([CH3:19])([C:8]2[CH:13]=[CH:12][CH:11]=[C:10]([C:14]3[N:15]=[N:16][NH:17][CH:18]=3)[CH:9]=2)[CH2:6][CH2:5][NH:4][CH2:3]1.Br[CH2:21][CH2:22][CH2:23][CH2:24][CH3:25].C(=O)([O-])O.[Na+]>CN(C)C=O>[CH3:1][CH:2]1[C:7]([CH3:19])([C:8]2[CH:13]=[CH:12][CH:11]=[C:10]([C:14]3[N:15]=[N:16][NH:17][CH:18]=3)[CH:9]=2)[CH2:6][CH2:5][N:4]([CH2:21][CH2:22][CH2:23][CH2:24][CH3:25])[CH2:3]1 |f:2.3|. Procedure: To a solution of 3,4-dimethyl-4-(3-(1H-1,2,3-triazol-4-yl)phenyl)piperidine (Preparation 44, 45 mg, 0.18 mmol) in N,N-dimethylformamide (5 mL) was added commercially available bromopentane (29 mg, 0.19 mmol) and sodium hydrogencarbonate (30 mg, 0.35 mmol). The resultant mixture was heated to 80° C. and stirred overnight. The reaction mixture was cooled, poured onto saturated aqueous sodium hydrogen-carbonate solution (100 mL) and extracted with ethyl acetate (3×20 mL). The combined extracts were... Starting materials: C(C)(C)(C)C=1N=C(C=2C(N1)=NN(N2)CC2=NON=C2C)N2C[C@H](CC2)O ((S)-1-[5-tert-Butyl-2-(4-methyl-furazan-3-ylmethyl)-2H-[1,2,3]triazolo[4,5-d]pyrimidin-7-yl]-pyrrolidin-3-ol), C(C)(C)(C)C=1N=C(C2=C(N1)NN=N2)N2C[C@H](CC2)OC(C(F)(F)F)=O (Trifluoro-acetic acid (S)-1-(5-tert-butyl-3H-[1,2,3]triazolo[4,5-d]pyrimidin-7-yl)-pyrrolidin-3-yl-ester), ClCC1=NN=NN1C1CC1 (5-(chloromethyl)-1-cyclopropyl-1H-tetrazole). Product: C(C)(C)(C)C=1N=C(C=2C(N1)=NN(N2)CC2=NN=NN2C2CC2)N2C[C@H](CC2)O ((S)-1-[5-tert-Butyl-2-(1-cyclopropyl-1H-tetrazol-5-ylmethyl)-2H-[1,2,3]triazolo[4,5-d]pyrimidin-7-yl]-pyrrolidin-3-ol). RXN SMILES: [C:1]([C:5]1[N:6]=[C:7]([N:21]2[CH2:25][CH2:24][C@H:23]([OH:26])[CH2:22]2)[C:8]2[C:9](=[N:11][N:12]([CH2:14][C:15]3C(C)=NO[N:16]=3)[N:13]=2)[N:10]=1)([CH3:4])([CH3:3])[CH3:2].C(C1N=[C:33](N2CC[C@H](OC(=O)C(F)(F)F)C2)[C:34]2[N:39]=[N:38][NH:37][C:35]=2N=1)(C)(C)C.ClCC1N(C2CC2)N=NN=1>>[C:1]([C:5]1[N:6]=[C:7]([N:21]2[CH2:25][CH2:24][C@H:23]([OH:26])[CH2:22]2)[C:8]2[C:9](=[N:11][N:12]([CH2:14][C:15]3[N:37]([CH:35]4[CH2:33][CH2:34]4)[N:38]=[N:39][N:16]=3)[N:13]=2)[N:10]=1)([CH3:4])([CH3:2])[CH3:3]. Procedure details: In analogy to the procedure described for the synthesis of (S)-1-[5-tert-Butyl-2-(4-methyl-furazan-3-ylmethyl)-2H-[1,2,3]triazolo[4,5-d]pyrimidin-7-yl]-pyrrolidin-3-ol (example 73), the title compound was prepared from Trifluoro-acetic acid (S)-1-(5-tert-butyl-3H-[1,2,3]triazolo[4,5-d]pyrimidin-7-yl)-pyrrolidin-3-yl-ester and 5-(chloromethyl)-1-cyclopropyl-1H-tetrazole and isolated as light yellow gum. MS (m/e): 385.3 (MH+). The reactants are S(=O)(=O)(Cl)Cl (sulfonyl chloride), N1=CC=CC=C1 (pyridine), N1CCOCC1 (morpholine), ClC1=C(C=CC=C1)S(=O)(=O)Cl (2-chlorobenzene sulfonyl chloride). Run in C(Cl)Cl (DCM). Run at time 15 minute. Yields the product N1(CCOCC1)S(=O)(=O)C1=C(C=CC=C1)Cl (2-(Morpholin-4-ylsulfonyl)chlorobenzene). RXN SMILES: [Cl:1][C:2]1[CH:7]=[CH:6][CH:5]=[CH:4][C:3]=1[S:8](Cl)(=[O:10])=[O:9].N1C=CC=CC=1.[NH:18]1[CH2:23][CH2:22][O:21][CH2:20][CH2:19]1.S(Cl)(Cl)(=O)=O>C(Cl)Cl>[N:18]1([S:8]([C:3]2[CH:4]=[CH:5][CH:6]=[CH:7][C:2]=2[Cl:1])(=[O:10])=[O:9])[CH2:23][CH2:22][O:21][CH2:20][CH2:19]1. Procedure details: To a solution of a 2-chlorobenzene sulfonyl chloride (10 g, 47.4 mmol) in DCM (100 ml) cooled to 0° C. was added pyridine (5.7 ml, 71.1 mmol) and morpholine (6.2 ml, 71.1 mmol) dropwise. Stirring was continued for 15 minutes after which time no sulfonyl chloride was evident by LC-MS. The reaction was quenched by the addition of 2N HCl, washed with further portions of 2N HCl, dried over sodium sulfate, filtered and concentrated in vacuo to yield the title compound without need for additional puri...